describe an organic reaction: reactants, conditions, products, and yield From a dataset of the Open Reaction Database (ORD), a public repository of structured organic reaction records. Reactants: C[Si](C)(C)[N-][Si](C)(C)C.[Li+] (lithium bis(trimethylsilyl)amide), BrCC1=C(C(=CC=C1)C(F)(F)F)C (1-(bromomethyl)-2-methyl-3-(trifluoromethyl)benzene), C1(CC1)C1=NC(C2=C(N1)N=C(S2)N2CCOCC2)=O (5-cyclopropyl-2-(4-morpholinyl)[1,3]thiazolo[4,5-d]pyrimidin-7(4H)-one). The solvent is O1CCCC1 (THF), O1CCCC1 (Tetrahydrofuran), O1CCCC1 (Tetrahydrofuran). Run at time 30 minute. Product: C1(CC1)C1=NC(C2=C(N1CC1=C(C(=CC=C1)C(F)(F)F)C)N=C(S2)N2CCOCC2)=O (5-cyclopropyl-4-{[2-methyl-3-(trifluoromethyl)phenyl]methyl}-2-(4-morpholinyl)[1,3]thiazolo[4,5-d]pyrimidin-7(4H)-one). As a reaction SMILES: [CH:1]1([C:4]2[NH:9][C:8]3[N:10]=[C:11]([N:13]4[CH2:18][CH2:17][O:16][CH2:15][CH2:14]4)[S:12][C:7]=3[C:6](=[O:19])[N:5]=2)[CH2:3][CH2:2]1.C[Si]([N-][Si](C)(C)C)(C)C.[Li+].Br[CH2:31][C:32]1[CH:37]=[CH:36][CH:35]=[C:34]([C:38]([F:41])([F:40])[F:39])[C:33]=1[CH3:42]>O1CCCC1>[CH:1]1([C:4]2[N:9]([CH2:31][C:32]3[CH:37]=[CH:36][CH:35]=[C:34]([C:38]([F:39])([F:40])[F:41])[C:33]=3[CH3:42])[C:8]3[N:10]=[C:11]([N:13]4[CH2:14][CH2:15][O:16][CH2:17][CH2:18]4)[S:12][C:7]=3[C:6](=[O:19])[N:5]=2)[CH2:3][CH2:2]1 |f:1.2|. Procedure: A solution of 5-cyclopropyl-2-(4-morpholinyl)[1,3]thiazolo[4,5-d]pyrimidin-7(4H)-one (50 mg, 0.180 mmol) in Tetrahydrofuran (THF) (1000 μl) was stirred at 0° C. for 15 min, then lithium bis(trimethylsilyl)amide (359 μl, 0.359 mmol) in THF was added and stirring was continued for 30 min. 1-(bromomethyl)-2-methyl-3-(trifluoromethyl)benzene (54.6 mg, 0.216 mmol) in Tetrahydrofuran (THF) (300 μl) was added and the mixture was stirred at 65° C. overnight. The reaction mixture was concentrated and the... Starting materials: [N+](=O)([O-])C1=CC=C(C=C1)OC(OC1CCC1)=O (Carbonic acid cyclobutyl ester 4-nitro-phenyl ester), N1CCC(CC1)ON=C1CCN(CC1)C1=C(C=C(C=C1)S(=O)(=O)C)F (1-(2-Fluoro-4-methanesulfonyl-phenyl)-piperidin-4-one O-piperidin-4-yl-oxime). Solvent: C(Cl)Cl (DCM). Conditions: time 2 hour. Yields the product C1(CCC1)OC(=O)N1CCC(CC1)ON=C1CCN(CC1)C1=C(C=C(C=C1)S(=O)(=O)C)F (4-[1-(2-Fluoro-4-methanesulfonyl-phenyl)-piperidin-4-ylideneaminooxy]-piperidine-1-carboxylic acid cyclobutyl ester). Reaction SMILES: [N+](C1C=CC(O[C:11](=[O:17])[O:12][CH:13]2[CH2:16][CH2:15][CH2:14]2)=CC=1)([O-])=O.[NH:18]1[CH2:23][CH2:22][CH:21]([O:24][N:25]=[C:26]2[CH2:31][CH2:30][N:29]([C:32]3[CH:37]=[CH:36][C:35]([S:38]([CH3:41])(=[O:40])=[O:39])=[CH:34][C:33]=3[F:42])[CH2:28][CH2:27]2)[CH2:20][CH2:19]1>C(Cl)Cl>[CH:13]1([O:12][C:11]([N:18]2[CH2:23][CH2:22][CH:21]([O:24][N:25]=[C:26]3[CH2:31][CH2:30][N:29]([C:32]4[CH:37]=[CH:36][C:35]([S:38]([CH3:41])(=[O:39])=[O:40])=[CH:34][C:33]=4[F:42])[CH2:28][CH2:27]3)[CH2:20][CH2:19]2)=[O:17])[CH2:14][CH2:15][CH2:16]1. Reported procedure: To the reaction mixture of 64a obtained above was added 63a (30 mg, 0.08 mmol) in 0.3 mL of DCM. The mixture was stirred at room temperature for 2 h, concentrated and purified on preparative HPLC to give 64-1: LC-MS 468.4 (MH+).